This data is from the Open Reaction Database (ORD), a public repository of structured organic reaction records. The task is: describe an organic reaction: reactants, conditions, products, and yield The reactants are BrC=1C=C2C(=NC1)OC1=CC=C(C=C1[C@]21N=C(OC1)N)I ((S)-3-bromo-7-iodo-5′H-spiro[chromeno[2,3-b]pyridine-5,4′-oxazol]-2′-amine), FC1=NC=CC=C1B(O)O (2-fluoro-3-pyridineboronic acid), C([O-])([O-])=O.[K+].[K+] (potassium carbonate). Reagents/catalysts: C=1C=CC(=CC1)[P](C=2C=CC=CC2)(C=3C=CC=CC3)[Pd]([P](C=4C=CC=CC4)(C=5C=CC=CC5)C=6C=CC=CC6)([P](C=7C=CC=CC7)(C=8C=CC=CC8)C=9C=CC=CC9)[P](C=1C=CC=CC1)(C=1C=CC=CC1)C=1C=CC=CC1 (tetrakis(triphenylphosphine)palladium(0)). Product: BrC=1C=C2C(=NC1)OC1=CC=C(C=C1[C@]21N=C(OC1)N)C=1C(=NC=CC1)F ((S)-3-bromo-7-(2-fluoropyridin-3-yl)-5′H-spiro[chromeno[2,3-b]pyridine-5,4′-oxazol]-2′-amine). As a reaction SMILES: [Br:1][C:2]1[CH:3]=[C:4]2[C@:15]3([CH2:19][O:18][C:17]([NH2:20])=[N:16]3)[C:14]3[C:9](=[CH:10][CH:11]=[C:12](I)[CH:13]=3)[O:8][C:5]2=[N:6][CH:7]=1.[F:22][C:23]1[C:28](B(O)O)=[CH:27][CH:26]=[CH:25][N:24]=1.C(=O)([O-])[O-].[K+].[K+]>C1C=CC([P]([Pd]([P](C2C=CC=CC=2)(C2C=CC=CC=2)C2C=CC=CC=2)([P](C2C=CC=CC=2)(C2C=CC=CC=2)C2C=CC=CC=2)[P](C2C=CC=CC=2)(C2C=CC=CC=2)C2C=CC=CC=2)(C2C=CC=CC=2)C2C=CC=CC=2)=CC=1>[Br:1][C:2]1[CH:3]=[C:4]2[C@:15]3([CH2:19][O:18][C:17]([NH2:20])=[N:16]3)[C:14]3[C:9](=[CH:10][CH:11]=[C:12]([C:28]4[C:23]([F:22])=[N:24][CH:25]=[CH:26][CH:27]=4)[CH:13]=3)[O:8][C:5]2=[N:6][CH:7]=1 |f:2.3.4,^1:41,43,62,81|. Procedure: A vial was charged with (S)-3-bromo-7-iodo-5′H-spiro[chromeno[2,3-b]pyridine-5,4′-oxazol]-2′-amine (302.9 mg, 0.661 mmol), 2-fluoro-3-pyridineboronic acid (102 mg, 0.727 mmol), potassium carbonate (457 mg, 3.31 mmol), and tetrakis(triphenylphosphine)palladium(0) (38.2 mg, 0.033 mmol). The vial was flushed with Ar (g), then dioxane (3306 μL) and water (1.7 mL) were added in sequence. The vial was sealed and placed in a 75° C. oil bath for 2 hours. The mixture was diluted with EtOAc (15 mL) and br... The reactants are N1=CC(=CC=C1)C=CC#N (3-(3-pyridyl)-acrylonitrile), NO (hydroxylamine), C(C)O.O (ethanol water). The solvent is N1=CC=CC=C1 (pyridine). Yields the product 3-(3-pyridyl) acrylic acid amidoxime, N1=CC(=CC=C1)C=CC#N (3-(3-pyridyl)acrylonitrile), C1=CC(=CN=C1)C=O (nicotinic aldehyde), C(#N)CC(=O)O (cyanoacetic acid). As a reaction SMILES: [N:1]1[CH:6]=[CH:5][CH:4]=[C:3]([CH:7]=[CH:8][C:9]#[N:10])[CH:2]=1.N[OH:12].[CH2:13]([OH:15])[CH3:14].O>N1C=CC=CC=1>[N:1]1[CH:6]=[CH:5][CH:4]=[C:3]([CH:7]=[CH:8][C:9]#[N:10])[CH:2]=1.[CH:3]1[CH:2]=[N:1][CH:6]=[C:14]([CH:13]=[O:15])[CH:4]=1.[C:9]([CH2:14][C:13]([OH:12])=[O:15])#[N:10] |f:2.3|. Procedure details: 3-(3-pyridyl) acrylic acid amidoxime was prepared by the reaction of 3-(3-pyridyl)-acrylonitrile with hydroxylamine under the usual conditions in ethanol-water solution. The 3-(3-pyridyl)acrylonitrile was obtained from nicotinic aldehyde with cyanoacetic acid in pyridine solution by literature method (J. Am. Chem. Soc. 65, 22(1943)).